This data is from the Open Reaction Database (ORD), a public repository of structured organic reaction records. The task is: describe an organic reaction: reactants, conditions, products, and yield The reactants are CCOC(=O)N1CCN(CCCC#N)CC1, CCO, N, [Rh]. Yields the product CCOC(=O)N1CCN(CCCCN)CC1. As a reaction SMILES: [C:1](#[N:2])[CH2:3][CH2:4][CH2:5][N:6]1[CH2:7][CH2:8][N:9]([C:12](=[O:13])[O:14][CH2:15][CH3:16])[CH2:10][CH2:11]1.[CH3:18][CH2:19][OH:20].[NH3:17].[Rh:21]>>[CH2:1]([NH2:2])[CH2:3][CH2:4][CH2:5][N:6]1[CH2:7][CH2:8][N:9]([C:12](=[O:13])[O:14][CH2:15][CH3:16])[CH2:10][CH2:11]1. The reactants are COC, CI, Cn1nnc(N(Cc2cc(C(F)(F)F)cc(C(F)(F)F)c2)Cc2cc(C(F)(F)F)ccc2C(O)CC2CCCC2)n1. Product: COC(CC1CCCC1)c1ccc(C(F)(F)F)cc1CN(Cc1cc(C(F)(F)F)cc(C(F)(F)F)c1)c1nnn(C)n1. As a reaction SMILES: [CH3:42][O:43][CH3:44].[CH3:45][I:46].[F:1][C:2]([c:3]1[cH:4][c:5]([CH2:6][N:7]([c:8]2[n:9][n:10][n:11]([CH3:13])[n:12]2)[CH2:14][c:15]2[c:16]([CH:25]([CH2:26][CH:27]3[CH2:28][CH2:29][CH2:30][CH2:31]3)[OH:32])[cH:17][cH:18][c:19]([C:21]([F:22])([F:23])[F:24])[cH:20]2)[cH:33][c:34]([C:36]([F:37])([F:38])[F:39])[cH:35]1)([F:40])[F:41]>>[F:1][C:2]([c:3]1[cH:4][c:5]([CH2:6][N:7]([c:8]2[n:9][n:10][n:11]([CH3:13])[n:12]2)[CH2:14][c:15]2[c:16]([CH:25]([CH2:26][CH:27]3[CH2:28][CH2:29][CH2:30][CH2:31]3)[O:32][CH3:42])[cH:17][cH:18][c:19]([C:21]([F:22])([F:23])[F:24])[cH:20]2)[cH:33][c:34]([C:36]([F:37])([F:38])[F:39])[cH:35]1)([F:40])[F:41]. The reactants are [Si](C)(C)(C(C)(C)C)OC[C@H](C1=CC(=C(C=C1)F)Cl)NC(=O)N1CC=2N=C(N=CC2CC1)NC1CCOCC1 ((S)—N-(2-(tert-butyldimethylsilyloxy)-1-(3-chloro-4-fluorophenyl)ethyl)-2-(tetrahydro-2H-pyran-4-ylamino)-5,6-dihydropyrido[3,4-d]pyrimidine-7(8H)-carboxamide), C1CCOC1 (THF), CCCC[N+](CCCC)(CCCC)CCCC.[F-] (TBAF). Solvent: O (water). Reaction conditions: time 1 hour. Product: ClC=1C=C(C=CC1F)[C@@H](CO)NC(=O)N1CC=2N=C(N=CC2CC1)NC1CCOCC1 ((S)—N-(1-(3-chloro-4-fluorophenyl)-2-hydroxyethyl)-2-(tetrahydro-2H-pyran-4-ylamino)-5,6-dihydropyrido[3,4-d]pyrimidine-7(8H)-carboxamide). Reaction SMILES: [Si]([O:8][CH2:9][C@@H:10]([NH:19][C:20]([N:22]1[CH2:31][CH2:30][C:29]2[CH:28]=[N:27][C:26]([NH:32][CH:33]3[CH2:38][CH2:37][O:36][CH2:35][CH2:34]3)=[N:25][C:24]=2[CH2:23]1)=[O:21])[C:11]1[CH:16]=[CH:15][C:14]([F:17])=[C:13]([Cl:18])[CH:12]=1)(C(C)(C)C)(C)C.C1COCC1.CCCC[N+](CCCC)(CCCC)CCCC.[F-]>O>[Cl:18][C:13]1[CH:12]=[C:11]([C@H:10]([NH:19][C:20]([N:22]2[CH2:31][CH2:30][C:29]3[CH:28]=[N:27][C:26]([NH:32][CH:33]4[CH2:38][CH2:37][O:36][CH2:35][CH2:34]4)=[N:25][C:24]=3[CH2:23]2)=[O:21])[CH2:9][OH:8])[CH:16]=[CH:15][C:14]=1[F:17] |f:2.3|. Procedure details: To a solution of (S)—N-(2-(tert-butyldimethylsilyloxy)-1-(3-chloro-4-fluorophenyl)ethyl)-2-(tetrahydro-2H-pyran-4-ylamino)-5,6-dihydropyrido[3,4-d]pyrimidine-7(8H)-carboxamide (0.250 g, 0.443 mmol) and THF (5 mL) at RT was added TBAF (0.532 mL, 0.532 mmol) and the reaction was stirred for 1 h at RT, poured into water and extracted with DCM. The combined organic fractions were dried (MgSO4), filtered, and concentrated in vacuo. The crude product was purified by SiO2 chromatography eluting with a ... Reactants: FC(S(=O)(=O)NCCC1=CC=C(N)C=C1)(F)F (4-[2-(trifluoromethanesulfonamido)ethan-1-yl]aniline), C(C)(C)N(C(C)C)CC (N,N-diisopropylethylamine), C(C)OC(=O)C1=CC=CC=2N1C(=CN2)C(C(Cl)(Cl)Cl)=O (5-ethoxycarbonyl-3-trichloroacetylimidazo[1,2-a]pyridine). The solvent is C(C)#N (acetonitrile). Product: FC(S(=O)(=O)NCCC1=CC=C(C=C1)N1C(C2=CN=C3C=CC=C(C1=O)N32)=O)(F)F (4-[4-[2-(trifluoromethanesulfonamido)-ethan-1-yl]phenyl]-4,5-dihydro-3H-1,4,8b-triazaace-naphthylene-3,5-dione). Isolated yield 6.7%. As a reaction SMILES: [F:1][C:2]([F:17])([F:16])[S:3]([NH:6][CH2:7][CH2:8][C:9]1[CH:15]=[CH:14][C:12]([NH2:13])=[CH:11][CH:10]=1)(=[O:5])=[O:4].C(N(CC)C(C)C)(C)C.C([O:29][C:30]([C:32]1[N:37]2[C:38]([C:41](=[O:46])C(Cl)(Cl)Cl)=[CH:39][N:40]=[C:36]2[CH:35]=[CH:34][CH:33]=1)=O)C>C(#N)C>[F:17][C:2]([F:16])([F:1])[S:3]([NH:6][CH2:7][CH2:8][C:9]1[CH:15]=[CH:14][C:12]([N:13]2[C:30](=[O:29])[C:32]3[N:37]4[C:38](=[CH:39][N:40]=[C:36]4[CH:35]=[CH:34][CH:33]=3)[C:41]2=[O:46])=[CH:11][CH:10]=1)(=[O:4])=[O:5]. Reported procedure: To a solution of 1.18 g (4.4 mmol) of 4-[2-(trifluoromethanesulfonamido)ethan-1-yl]aniline and 0.68 g (5.3 mmol) of N,N-diisopropylethylamine in 20 ml of acetonitrile was added a solution of 1.53 g (4.4 mmol) of 5-ethoxycarbonyl-3-trichloroacetylimidazo[1,2-a]pyridine. The mixture was heated for 38 hours under reflux. After cooling, and the solvent was distilled off. To the residue was added chloroform. The mixture was washed with water and dried over anhydrous magnesium sulfate. The solvent was... The reactants are CC(=O)C1=CC(=C(C=C1)OC)F (3-fluoro-4-methoxyacetophenone), [Br-].[Al+3].[Br-].[Br-] (aluminum bromide), ice water. The solvent is C1(=CC=CC=C1)C (toluene). Conditions: time 4 hour. The product is CC(=O)C1=CC(=C(C=C1)O)F (3-fluoro-4-hydroxyacetophenone). Isolated yield 93.3%. Reaction SMILES: [CH3:1][C:2]([C:4]1[CH:9]=[CH:8][C:7]([O:10]C)=[C:6]([F:12])[CH:5]=1)=[O:3].[Br-].[Al+3].[Br-].[Br-]>C1(C)C=CC=CC=1>[CH3:1][C:2]([C:4]1[CH:9]=[CH:8][C:7]([OH:10])=[C:6]([F:12])[CH:5]=1)=[O:3] |f:1.2.3.4|. Procedure details: To 400 ml of dried toluene was added 20.4 g of 3-fluoro-4-methoxyacetophenone, which was uniformly stirred at room temperature and added with 66.1 g of anhydrous aluminum bromide over about 20 minutes. After the stirring at room temperature for 4 hours, the reaction mixture was poured into 600 ml of ice water. After the separation into two layers, the extraction with ether on aqueous layer was repeated two times, and then the organic layers were gathered, washed with water and dried on magnesium...